From a dataset of the Open Reaction Database (ORD), a public repository of structured organic reaction records. describe an organic reaction: reactants, conditions, products, and yield The reactants are CC(=O)OC1CSC(Br)C(OC(C)=O)C1OC(C)=O, N#Cc1cc(C#N)c(S)c(C#N)c1. Yields the product CC(=O)OC1CSC(Sc2c(C#N)cc(C#N)cc2C#N)C(OC(C)=O)C1OC(C)=O. As a reaction SMILES: [C:14]([CH3:15])(=[O:16])[O:17][CH:18]1[CH:19]([Br:32])[S:20][CH2:21][CH:22]([O:28][C:29]([CH3:30])=[O:31])[CH:23]1[O:24][C:25]([CH3:26])=[O:27].[C:1](#[N:2])[c:3]1[c:4]([SH:13])[c:5]([C:6]#[N:7])[cH:8][c:9]([C:11]#[N:12])[cH:10]1>>[C:1](#[N:2])[c:3]1[c:4]([S:13][CH:19]2[CH:18]([O:17][C:14]([CH3:15])=[O:16])[CH:23]([O:24][C:25]([CH3:26])=[O:27])[CH:22]([O:28][C:29]([CH3:30])=[O:31])[CH2:21][S:20]2)[c:5]([C:6]#[N:7])[cH:8][c:9]([C:11]#[N:12])[cH:10]1. Reactants: CCO, ClCCl, COc1cnc(N(C)S(C)(=O)=O)c2c1C(=O)N(Cc1ccc(F)cc1)CC2, O=C(OO)c1cccc(Cl)c1. The product is COc1c[n+]([O-])c(N(C)S(C)(=O)=O)c2c1C(=O)N(Cc1ccc(F)cc1)CC2. RXN SMILES: [CH3:39][CH2:40][OH:41].[Cl:42][CH2:43][Cl:44].[F:1][c:2]1[cH:3][cH:4][c:5]([CH2:6][N:7]2[C:8](=[O:25])[c:9]3[c:10]([O:23][CH3:24])[cH:11][n:12][c:13]([N:17]([S:18](=[O:19])(=[O:20])[CH3:21])[CH3:22])[c:14]3[CH2:15][CH2:16]2)[cH:26][cH:27]1.[OH:28][O:29][C:30]([c:31]1[cH:32][c:33]([Cl:34])[cH:35][cH:36][cH:37]1)=[O:38]>>[F:1][c:2]1[cH:3][cH:4][c:5]([CH2:6][N:7]2[C:8](=[O:25])[c:9]3[c:10]([O:23][CH3:24])[cH:11][n+:12]([O-:28])[c:13]([N:17]([S:18](=[O:19])(=[O:20])[CH3:21])[CH3:22])[c:14]3[CH2:15][CH2:16]2)[cH:26][cH:27]1. Reactants: CC(=O)OCC#CCC(=O)OC(C)C, CNCc1ccc(Cl)nc1, C1CCOC1. Product: CC(=O)OCC(=CCC(=O)OC(C)C)NCc1ccc(Cl)nc1. As a reaction SMILES: [C:1]([CH3:2])(=[O:3])[O:4][CH2:5][C:6]#[C:7][CH2:8][C:9](=[O:10])[O:11][CH:12]([CH3:13])[CH3:14].[Cl:15][c:16]1[cH:17][cH:18][c:19]([CH2:22][NH:23][CH3:24])[cH:20][n:21]1.[O:25]1[CH2:26][CH2:27][CH2:28][CH2:29]1>>[C:1]([CH3:2])(=[O:3])[O:4][CH2:5][C:6](=[CH:7][CH2:8][C:9](=[O:10])[O:11][CH:12]([CH3:13])[CH3:14])[NH:23][CH2:22][c:19]1[cH:18][cH:17][c:16]([Cl:15])[n:21][cH:20]1.